Dataset: the Open Reaction Database (ORD), a public repository of structured organic reaction records. Task: describe an organic reaction: reactants, conditions, products, and yield Reactants: Cc1cc(-c2ncccn2)n[nH]1, O=C1CCC(=O)N1Cl. Yields the product Cc1[nH]nc(-c2ncccn2)c1Cl. Reaction SMILES: [CH3:1][c:2]1[cH:3][c:4](-[c:7]2[n:8][cH:9][cH:10][cH:11][n:12]2)[n:5][nH:6]1.[Cl:13][N:14]1[C:15](=[O:16])[CH2:17][CH2:18][C:19]1=[O:20]>>[CH3:1][c:2]1[c:3]([Cl:13])[c:4](-[c:7]2[n:8][cH:9][cH:10][cH:11][n:12]2)[n:5][nH:6]1. The reactants are N-Aryl-benzenesulfonamides, NC1=C(C=C(C=C1)Cl)C(=O)C=1C=NC=CC1 ((2-amino-5-chloro-phenyl)-pyridin-3-yl-methanone), BrC1=CC=C(C=C1)S(=O)(=O)Cl (4-bromo-benzenesulfonyl chloride). The solvent is N1=CC=CC=C1 (pyridine). The product is BrC1=CC=C(C=C1)S(=O)(=O)NC1=C(C=C(C=C1)Cl)C(=O)C=1C=NC=CC1 (4-Bromo-N-[4-chloro-2-(pyridine-3-carbonyl)-phenyl]-benzenesulfonamide). RXN SMILES: [NH2:1][C:2]1[CH:7]=[CH:6][C:5]([Cl:8])=[CH:4][C:3]=1[C:9]([C:11]1[CH:12]=[N:13][CH:14]=[CH:15][CH:16]=1)=[O:10].[Br:17][C:18]1[CH:23]=[CH:22][C:21]([S:24](Cl)(=[O:26])=[O:25])=[CH:20][CH:19]=1>N1C=CC=CC=1>[Br:17][C:18]1[CH:23]=[CH:22][C:21]([S:24]([NH:1][C:2]2[CH:7]=[CH:6][C:5]([Cl:8])=[CH:4][C:3]=2[C:9]([C:11]2[CH:12]=[N:13][CH:14]=[CH:15][CH:16]=2)=[O:10])(=[O:26])=[O:25])=[CH:20][CH:19]=1. Procedure: The title compound was prepared according to the general procedures for the synthesis of N-Aryl-benzenesulfonamides previously described using (2-amino-5-chloro-phenyl)-pyridin-3-yl-methanone 5 g (21.5 mmol) and 4-bromo-benzenesulfonyl chloride 5.78 g (21.5 mmol), in 150 ml anhydrous pyridine, overnight at 80° C., followed by flash column chromatography on silica gel to yield a salmon color solid. Reactants: CC#N, O=C=NS(=O)(=O)Cl, ClCCl, O=C(O)C(F)(F)F, NC(=O)c1c(N)sc2c1Cc1ccccc1-2, O. Yields the product O=C(O)C(F)(F)F, NC(=O)Nc1sc2c(c1C(N)=O)Cc1ccccc1-2. Reaction SMILES: [CH3:35][C:36]#[N:37].[Cl:1][S:2](=[O:3])(=[O:4])[N:5]=[C:6]=[O:7].[Cl:32][CH2:33][Cl:34].[F:8][C:9]([C:10](=[O:11])[OH:12])([F:13])[F:14].[NH2:15][c:16]1[c:17]([C:28](=[O:29])[NH2:30])[c:18]2[c:19]([s:20]1)-[c:21]1[cH:22][cH:23][cH:24][cH:25][c:26]1[CH2:27]2.[OH2:31]>>[F:8][C:9]([C:10](=[O:11])[OH:12])([F:13])[F:14].[NH2:5][C:6](=[O:7])[NH:15][c:16]1[c:17]([C:28](=[O:29])[NH2:30])[c:18]2[c:19]([s:20]1)-[c:21]1[cH:22][cH:23][cH:24][cH:25][c:26]1[CH2:27]2. Reactants: CN(C)C=O, Cl, CCCN1CCC(c2cccc(F)c2C(F)(F)F)CC1, N#C[Na]. Product: CCCN1CCC(c2cccc(C#N)c2C(F)(F)F)CC1. Reaction SMILES: [CH3:25][N:26]([CH3:27])[CH:28]=[O:29].[ClH:24].[F:1][c:2]1[c:3]([C:17]([F:18])([F:19])[F:20])[c:4]([CH:8]2[CH2:9][CH2:10][N:11]([CH2:14][CH2:15][CH3:16])[CH2:12][CH2:13]2)[cH:5][cH:6][cH:7]1.[Na:21][C:22]#[N:23]>>[c:2]1([C:22]#[N:23])[c:3]([C:17]([F:18])([F:19])[F:20])[c:4]([CH:8]2[CH2:9][CH2:10][N:11]([CH2:14][CH2:15][CH3:16])[CH2:12][CH2:13]2)[cH:5][cH:6][cH:7]1.